This data is from the Open Reaction Database (ORD), a public repository of structured organic reaction records. The task is: describe an organic reaction: reactants, conditions, products, and yield Starting materials: COC([C@H](CC1=CC=C(C=C1)OCC1=CC=CC=C1)NC(C1=C(C=CC(=C1)Br)O)=O)=O ((S)-3-(4-benzyloxy-phenyl)-2-(5-bromo-2-hydroxy-benzoylamino)-propionic acid methyl ester). Reagents/catalysts: [Pd] (Pd/C). Run in CO (MeOH). Run at time 2.5 hour. Product: COC([C@H](CC1=CC=C(C=C1)O)NC(C1=C(C=CC=C1)O)=O)=O ((S)-2-(2-hydroxy-benzoylamino)-3-(4-hydroxy-phenyl)-propionic acid methyl ester). Isolated yield 86.5%. Reaction SMILES: [CH3:1][O:2][C:3](=[O:31])[C@@H:4]([NH:20][C:21](=[O:30])[C:22]1[CH:27]=[C:26](Br)[CH:25]=[CH:24][C:23]=1[OH:29])[CH2:5][C:6]1[CH:11]=[CH:10][C:9]([O:12]CC2C=CC=CC=2)=[CH:8][CH:7]=1>CO.[Pd]>[CH3:1][O:2][C:3](=[O:31])[C@@H:4]([NH:20][C:21](=[O:30])[C:22]1[CH:27]=[CH:26][CH:25]=[CH:24][C:23]=1[OH:29])[CH2:5][C:6]1[CH:7]=[CH:8][C:9]([OH:12])=[CH:10][CH:11]=1. Procedure: (S)-3-(4-benzyloxy-phenyl)-2-(5-bromo-2-hydroxy-benzoylamino)-propionic acid methyl ester (750 mg, 1.5 mmol) was dissolved in 30 mL of MeOH, 100 mg of 10% Pd/C added, and the mixture stirred for 2.5 h under 40 psi of H2. The mixture was filtered and solvent evaporated. The resulting residue was dissolved in DCM, washed with saturated NaHCO3, dried over sodium sulfate and evaporated to give (S)-2-(2-hydroxy-benzoylamino)-3-(4-hydroxy-phenyl)-propionic acid methyl ester (409 mg). The reactants are O=[N+]([O-])c1ccc(Br)cc1Sc1ccccc1Br, CC(=O)O, CO, [Zn]. Yields the product Nc1ccc(Br)cc1Sc1ccccc1Br. As a reaction SMILES: [Br:1][c:2]1[cH:3][c:4]([S:11][c:12]2[c:13]([Br:18])[cH:14][cH:15][cH:16][cH:17]2)[c:5]([N+:8]([O-:9])=[O:10])[cH:6][cH:7]1.[CH3:19][C:20](=[O:21])[OH:22].[CH3:23][OH:24].[Zn:25]>>[Br:1][c:2]1[cH:3][c:4]([S:11][c:12]2[c:13]([Br:18])[cH:14][cH:15][cH:16][cH:17]2)[c:5]([NH2:8])[cH:6][cH:7]1. Starting materials: COC=1C=CC(=C2CCC(C12)NC1=NC2=CC=C(C=C2C=C1)N)C (rac-N2-(7-methoxy-4-methyl-indan-1-yl)-quinoline-2,6-diamine), C(C)(C)N=C=O (isopropyl isocyanate). Product: C(C)(C)NC(=O)NC=1C=C2C=CC(=NC2=CC1)NC1CCC2=C(C=CC(=C12)OC)C (rac-1-Isopropyl-3-[2-(7-methoxy-4-methyl-indan-1-ylamino)-quinolin-6-yl]-urea). As a reaction SMILES: [CH3:1][O:2][C:3]1[CH:4]=[CH:5][C:6]([CH3:24])=[C:7]2[C:11]=1[CH:10]([NH:12][C:13]1[CH:22]=[CH:21][C:20]3[C:15](=[CH:16][CH:17]=[C:18]([NH2:23])[CH:19]=3)[N:14]=1)[CH2:9][CH2:8]2.[CH:25]([N:28]=[C:29]=[O:30])([CH3:27])[CH3:26]>>[CH:25]([NH:28][C:29]([NH:23][C:18]1[CH:19]=[C:20]2[C:15](=[CH:16][CH:17]=1)[N:14]=[C:13]([NH:12][CH:10]1[C:11]3[C:7](=[C:6]([CH3:24])[CH:5]=[CH:4][C:3]=3[O:2][CH3:1])[CH2:8][CH2:9]1)[CH:22]=[CH:21]2)=[O:30])([CH3:27])[CH3:26]. Procedure: Rac-N2-(7-methoxy-4-methyl-indan-1-yl)-quinoline-2,6-diamine was obtained from (7-methoxy-4-methyl-indan-1-yl)-(6-nitro-quinolin-2-yl)-amine according to the general procedure described in step B of example 2; MS: m/e=320.6 (M+H+). Step E: The title compound was prepared in accordance with the general method described in example 3 from rac-N2-(7-methoxy-4-methyl-indan-1-yl)-quinoline-2,6-diamine and isopropyl isocyanate; MS: m/e=405.6 (M+H+). Reactants: C[C@H](CN)O[Si](C)(C)C(C)(C)C, C1=CC(=C(C(=C1)F)C2=CC=C(C=C2)Br)F. Reagents/catalysts: C(=O)([O-])[O-].[Cs+].[Cs+], CC(C)C1=CC(=C(C(=C1)C(C)C)C2=CC=CC=C2P(C3CCCCC3)C4CCCCC4)C(C)C, CC(=O)O.CC(=O)O.[Pd]. Solvent: CC1=CC=CC=C1. Reaction conditions: temperature 120 celsius. The product is C[C@H](CNC1=CC=C(C=C1)C2=C(C=CC=C2F)F)O[Si](C)(C)C(C)(C)C. Yield: 59.4%. Procedure details: PdOAc2 (0.030 g, 0.13 mmol) and dicyclohexyl(2',4',6'-triisopropylbiphenyl-2-yl)phosphine (0.064 g, 0.13 mmol) were added in one portion to a degassed solution of 4'-bromo-2,6-difluorobiphenyl (0.36 g, 1.34 mmol), (R)-2-(tert- butyldimethylsilyloxy)propan-1-amine (0.355 g, 1.87 mmol) and cesium carbonate (0.654 g, 2.01 mmol) in toluene (10 mL) at 20°C under nitrogen. The resulting suspension was stirred at 120 °C for 50 hours.  The reaction mixture was diluted with EtOAc (150 mL) and water (150 ...